From a dataset of the Open Reaction Database (ORD), a public repository of structured organic reaction records. describe an organic reaction: reactants, conditions, products, and yield Reactants: Cn1cnc(COc2nn3c(Br)nnc3cc2N2CCOCC2)n1, CCCC[Sn](CCCC)(CCCC)c1cccs1, CN(C)C=O. The product is Cn1cnc(COc2nn3c(-c4cccs4)nnc3cc2N2CCOCC2)n1. RXN SMILES: [Br:1][c:2]1[n:3][n:4][c:5]2[n:6]1[n:7][c:8]([O:17][CH2:18][c:19]1[n:20][n:21]([CH3:24])[cH:22][n:23]1)[c:9]([N:11]1[CH2:12][CH2:13][O:14][CH2:15][CH2:16]1)[cH:10]2.[CH2:25]([Sn:26]([CH2:27][CH2:28][CH2:29][CH3:35])([c:30]1[s:31][cH:32][cH:33][cH:34]1)[CH2:36][CH2:37][CH2:38][CH3:39])[CH2:40][CH2:41][CH3:42].[O:43]=[CH:44][N:45]([CH3:46])[CH3:47]>>[c:2]1(-[c:30]2[s:31][cH:32][cH:33][cH:34]2)[n:3][n:4][c:5]2[n:6]1[n:7][c:8]([O:17][CH2:18][c:19]1[n:20][n:21]([CH3:24])[cH:22][n:23]1)[c:9]([N:11]1[CH2:12][CH2:13][O:14][CH2:15][CH2:16]1)[cH:10]2. Starting materials: O1CC(CC1)N (tetrahydrofuran-3-amine), S=C1NC(SC1)=O (4-thioxo-1,3-thiazolidin-2-one). The solvent is C(C)O (ethanol). Reaction conditions: time 1 hour. Product: O1CC(CC1)NC1=NC(SC1)=O (4-(tetrahydrofuran-3-ylamino)-1,3-thiazol-2(5H)-one). The yield is 57.5%. Reaction SMILES: [O:1]1[CH2:5][CH2:4][CH:3]([NH2:6])[CH2:2]1.S=[C:8]1[CH2:12][S:11][C:10](=[O:13])[NH:9]1>C(O)C>[O:1]1[CH2:5][CH2:4][CH:3]([NH:6][C:8]2[CH2:12][S:11][C:10](=[O:13])[N:9]=2)[CH2:2]1. Procedure: To a solution of tetrahydrofuran-3-amine (2.94 g) in ethanol (20 mL) was added 4-thioxo-1,3-thiazolidin-2-one (3.0 g), and the mixture was stirred at room temperature for 1 hr. The precipitate was collected by filtration and washed with ethanol to give the title compound (2.41 g). Starting materials: O=C(Cl)CCl, Nc1ccc(Br)cc1C(O)(c1ccoc1)c1ccoc1. The product is O=C(CCl)Nc1ccc(Br)cc1C(O)(c1ccoc1)c1ccoc1. RXN SMILES: [Cl:21][CH2:22][C:23](=[O:24])[Cl:25].[NH2:1][c:2]1[c:3]([C:9]([OH:10])([c:11]2[cH:12][o:13][cH:14][cH:15]2)[c:16]2[cH:17][o:18][cH:19][cH:20]2)[cH:4][c:5]([Br:8])[cH:6][cH:7]1>>[NH:1]([c:2]1[c:3]([C:9]([OH:10])([c:11]2[cH:12][o:13][cH:14][cH:15]2)[c:16]2[cH:17][o:18][cH:19][cH:20]2)[cH:4][c:5]([Br:8])[cH:6][cH:7]1)[C:23]([CH2:22][Cl:21])=[O:24]. Reactants: C(C)OC(=O)N=C=S (Ethoxycarbonyl isothiocyanate), ClC1=CC(=NC(=C1)Cl)N (4,6-dichloropyridin-2-amine). Run in O1CCOCC1 (1,4-dioxane). Run at time 18 hour. Yields the product ClC1=CC(=NC(=C1)Cl)NC(=S)NC(OCC)=O (Ethyl [(4,6-dichloropyridin-2-yl)carbamothioyl]carbamate). RXN SMILES: [CH2:1]([O:3][C:4]([N:6]=[C:7]=[S:8])=[O:5])[CH3:2].[Cl:9][C:10]1[CH:15]=[C:14]([Cl:16])[N:13]=[C:12]([NH2:17])[CH:11]=1>O1CCOCC1>[Cl:9][C:10]1[CH:15]=[C:14]([Cl:16])[N:13]=[C:12]([NH:17][C:7]([NH:6][C:4](=[O:5])[O:3][CH2:1][CH3:2])=[S:8])[CH:11]=1. Procedure details: Ethoxycarbonyl isothiocyanate (2 g, 16 mmol) was added to a solution of 4,6-dichloropyridin-2-amine (2.2 g, 13 mmol) in 1,4-dioxane (100 mL) and stirred at rt for 18 h. LCMS showed desired product. The reaction mixture was concentrated in vacuo and the residue azeotroped with EtOAc (3×20 mL) to give a cream solid, which was triturated with EtOAc to give the desired product as a white solid (2.9 g, 76%). 1H NMR (DMSO) δ 12.31 (s, 1H), 11.77 (s, 1H), 8.86 (d, J=1.1 Hz, 1H), 7.66 (d, J=1.5 Hz, 1H),... The reactants are O=C1NCN(C12CCN(CC2)C2(CCCCC2)C#N)C2=CC=CC=C2 (1-(4-oxo-1-phenyl-1,3,8-triazaspiro[4.5]dec-8-yl)cyclohexanecarbonitrile), C(C1=CC=CC=C1)[Mg]Br (benzylmagnesium bromide). The product is C(C1=CC=CC=C1)C1(CCCCCC1)N1CCC2(C(NCN2C2=CC=CC=C2)=O)CC1 (8-(1-Benzylcycloheptyl)-1-Phenyl-1,3,8-triazaspiro[4.5]decan-4-one). Yield: 54.0%. RXN SMILES: [O:1]=[C:2]1[C:6]2([CH2:11][CH2:10][N:9]([C:12]3([C:18]#N)[CH2:17][CH2:16][CH2:15][CH2:14][CH2:13]3)[CH2:8][CH2:7]2)[N:5]([C:20]2[CH:25]=[CH:24][CH:23]=[CH:22][CH:21]=2)[CH2:4][NH:3]1.[CH2:26]([Mg]Br)[C:27]1[CH:32]=[CH:31][CH:30]=[CH:29][CH:28]=1>>[CH2:26]([C:12]1([N:9]2[CH2:8][CH2:7][C:6]3([N:5]([C:20]4[CH:25]=[CH:24][CH:23]=[CH:22][CH:21]=4)[CH2:4][NH:3][C:2]3=[O:1])[CH2:11][CH2:10]2)[CH2:18][CH2:13][CH2:14][CH2:15][CH2:16][CH2:17]1)[C:27]1[CH:32]=[CH:31][CH:30]=[CH:29][CH:28]=1. Procedure details: This was prepared according to the procedure described in Example 1 using 1-(4-oxo-1-phenyl-1,3,8-triazaspiro[4.5]dec-8-yl)cyclohexanecarbonitrile instead of 1-(4-oxo-1-phenyl-1,3,8-triazaspiro[4.5]dec-8-yl)cycloheptanecarbonitrile and benzylmagnesium bromide instead of phenylmagnesium bromide. Yield was 54%. Reactants: NC1=NC(=CC(=N1)N1CCC2(CN([C@@H](C2)C(=O)O)C(=O)OCC2=CC=CC=C2)CC1)O[C@@H](C(F)(F)F)C1=C(C=C(C=C1)Br)N1N=C(C=C1)C ((2S)-8-[2-amino-6-[(1R)-1-[4-bromo-2-(3-methylpyrazol-1-yl)phenyl]-2,2,2-trifluoro-ethoxy]pyrimidin-4-yl]-3-benzyloxycarbonyl-3,8-diazaspiro[4.5]decane-2-carboxylic acid), KHCO3. The reagents and catalysts are Cl[Pd]([P](C1=CC=CC=C1)(C2=CC=CC=C2)C3=CC=CC=C3)([P](C4=CC=CC=C4)(C5=CC=CC=C5)C6=CC=CC=C6)Cl (PdCl2(PPh3)2). Solvent: CCO (EtOH). Run at temperature 80 celsius. The product is NC1=NC(=CC(=N1)N1CCC2(CN([C@@H](C2)C(=O)O)C(=O)OCC2=CC=CC=C2)CC1)O[C@@H](C(F)(F)F)C1=C(C=C(C=C1)C(=O)OCC)N1N=C(C=C1)C ((2S)-8-[2-amino-6-[(1R)-1-[4-ethoxycarbonyl-2-(3-methylpyrazol-1-yl)phenyl]-2,2,2-trifluoro-ethoxy]pyrimidin-4-yl]-3-benzyloxycarbonyl-3,8-diazaspiro[4.5]decane-2-carboxylic acid). As a reaction SMILES: [NH2:1][C:2]1[N:7]=[C:6]([N:8]2[CH2:30][CH2:29][C:11]3([CH2:15][C@@H:14]([C:16]([OH:18])=[O:17])[N:13]([C:19]([O:21][CH2:22][C:23]4[CH:28]=[CH:27][CH:26]=[CH:25][CH:24]=4)=[O:20])[CH2:12]3)[CH2:10][CH2:9]2)[CH:5]=[C:4]([O:31][C@H:32]([C:37]2[CH:42]=[CH:41][C:40](Br)=[CH:39][C:38]=2[N:44]2[CH:48]=[CH:47][C:46]([CH3:49])=[N:45]2)[C:33]([F:36])([F:35])[F:34])[N:3]=1>CCO.Cl[Pd](Cl)([P](C1C=CC=CC=1)(C1C=CC=CC=1)C1C=CC=CC=1)[P](C1C=CC=CC=1)(C1C=CC=CC=1)C1C=CC=CC=1>[NH2:1][C:2]1[N:7]=[C:6]([N:8]2[CH2:30][CH2:29][C:11]3([CH2:15][C@@H:14]([C:16]([OH:18])=[O:17])[N:13]([C:19]([O:21][CH2:22][C:23]4[CH:28]=[CH:27][CH:26]=[CH:25][CH:24]=4)=[O:20])[CH2:12]3)[CH2:10][CH2:9]2)[CH:5]=[C:4]([O:31][C@H:32]([C:37]2[CH:42]=[CH:41][C:40]([C:19]([O:21][CH2:22][CH3:23])=[O:20])=[CH:39][C:38]=2[N:44]2[CH:48]=[CH:47][C:46]([CH3:49])=[N:45]2)[C:33]([F:36])([F:35])[F:34])[N:3]=1 |^1:55,74|. Procedure: To a solution of (2S)-8-[2-amino-6-[(1R)-1-[4-bromo-2-(3-methylpyrazol-1-yl)phenyl]-2,2,2-trifluoro-ethoxy]pyrimidin-4-yl]-3-benzyloxycarbonyl-3,8-diazaspiro[4.5]decane-2-carboxylic acid (74 mg, 0.10 mmol, Step 2) in EtOH (4 mL) was added KHCO3 (84 mg, 1.0 mmol). The reaction mixture was degassed, fitted with a 1 atm CO balloon, then treated with PdCl2(PPh3)2 (14 mg, 0.02 mmol). The reaction was degassed once more with 1 atm CO and then heated to 80° C. for 12 h. The reaction was cooled to RT, c... Reaction SMILES: [CH3:1][O:2][C:3]1[CH:11]=[CH:10][C:9]([O:12][CH3:13])=[CH:8][C:4]=1[CH2:5][CH2:6][NH2:7].Cl.[N+:15]([O-])([OH:17])=[O:16].[OH-].[Na+]>O>[N+:15]([C:10]1[C:9]([O:12][CH3:13])=[CH:8][C:4]([CH2:5][CH2:6][NH2:7])=[C:3]([O:2][CH3:1])[CH:11]=1)([O-:17])=[O:16] |f:3.4|. The solvent is O (water), O (water). Conditions: temperature 2.5 celsius, time 3 hour. Procedure: 45.5 g (250 mmol) 2,5-dimethoxyphenethylamine J1 was mixed with 40 ml water and cooled to 0° C. while 30 ml conc. HCl was added slowly. The resultant milky emulsion was cooled to 0 to 5° C., and 65 ml conc. HNO3 was added slowly and carefully within about 2 hours, keeping the temperature below 10° C. The mixture solidified when about half of the HNO3 had been added. 50 ml icy water was added to render the mixture stirrable. Then the rest of the HNO3 was added. The mixture was warmed up to room t... The reactants are [OH-].[Na+] (NaOH), [N+](=O)(O)[O-] (HNO3), [N+](=O)(O)[O-] (HNO3), Cl (HCl), [N+](=O)(O)[O-] (HNO3), COC1=C(CCN)C=C(C=C1)OC (2,5-dimethoxyphenethylamine). Product: [N+](=O)([O-])C1=CC(=C(CCN)C=C1OC)OC (4-Nitro-2,5-dimethoxyphenethylamine). Isolated yield 88.0%. The reactants are O (water), solution, ClCOCCl (chloromethyl ether), N1=CC=NC=2SC3=C(NC21)C=CC(=C3)C(=O)OCC (ethyl 10H-pyrazino[2,3-b][1,4]benzothiazine-7-carboxylate), [H-].[Na+] (sodium hydride). The solvent is C(C)(=O)OCC (ethyl acetate), CN(C=O)C (N,N-dimethylformamide). Conditions: time 1 hour. Product: COCN1C2=C(SC3=C1C=CC(=C3)C(=O)OCC)N=CC=N2 (ethyl 10-(methoxymethyl)-10H-pyrazino[2,3-b][1,4]benzothiazine-7-carboxylate). Reaction SMILES: [N:1]1[C:10]2[NH:9][C:8]3[CH:11]=[CH:12][C:13]([C:15]([O:17][CH2:18][CH3:19])=[O:16])=[CH:14][C:7]=3[S:6][C:5]=2[N:4]=[CH:3][CH:2]=1.[H-].[Na+].Cl[CH2:23][O:24][CH2:25]Cl.O>CN(C)C=O.C(OCC)(=O)C>[CH3:23][O:24][CH2:25][N:9]1[C:8]2[CH:11]=[CH:12][C:13]([C:15]([O:17][CH2:18][CH3:19])=[O:16])=[CH:14][C:7]=2[S:6][C:5]2[N:4]=[CH:3][CH:2]=[N:1][C:10]1=2 |f:1.2|. Procedure: 100 ml of a solution of 7.0 g of ethyl 10H-pyrazino[2,3-b][1,4]benzothiazine-7-carboxylate in N,N-dimethylformamide was ice-cooled in a nitrogen atmosphere and 1.3 g of sodium hydride (60% oily) was added thereto. Then the resulting mixture was brought back to room temperature and stirred for 1 hour. Next, it was ice-cooled again and 2.5 ml of chloromethyl ether was dropped thereinto. After the completion of the reaction, the reaction mixture was distributed into water and ethyl acetate. The org...